This data is from the Open Reaction Database (ORD), a public repository of structured organic reaction records. The task is: describe an organic reaction: reactants, conditions, products, and yield Reaction conditions: time 5 minute. The product is COC([C@H](NC(=O)OCC1=CC=CC=C1)[C@@H](C1=CN(C2=CC=CC=C12)C)C)=O ((αR,βR)-N-benzyloxycarbonyl-1,β-dimethyltryptophane methyl ester). The solvent is C(Cl)Cl (methylene chloride). Procedure details: To a mixture of 1-methylindole (4.26 g) and methyl (2R,3R)-N-benzyloxycarbonyl-3-methyl-2-aziridinecarboxylate (2.70 g) in dry methylene chloride (50 ml) was added boron trifluoride etherate (1.33 ml) under ice-bath cooling. The mixture was stirred for five minutes at ambient temperature and the solvent was evaporated off. The residue was chromatographed on silica gel (chloroform and a 1:1 mixture of hexane and ether as eluent) to give (αR,βR)-N-benzyloxycarbonyl-1,β-dimethyltryptophane methyl e... Starting materials: CN1C=CC2=CC=CC=C12 (1-methylindole), C(C1=CC=CC=C1)OC(=O)N1[C@H]([C@H]1C)C(=O)OC (methyl (2R,3R)-N-benzyloxycarbonyl-3-methyl-2-aziridinecarboxylate), B(F)(F)F.CCOCC (boron trifluoride etherate). Isolated yield 39.3%. Reaction SMILES: [CH3:1][N:2]1[C:10]2[C:5](=[CH:6][CH:7]=[CH:8][CH:9]=2)[CH:4]=[CH:3]1.[CH2:11]([O:18][C:19]([N:21]1[C@H:23]([CH3:24])[C@@H:22]1[C:25]([O:27][CH3:28])=[O:26])=[O:20])[C:12]1[CH:17]=[CH:16][CH:15]=[CH:14][CH:13]=1.B(F)(F)F.CCOCC>C(Cl)Cl>[CH3:28][O:27][C:25](=[O:26])[C@@H:22]([C@H:23]([CH3:24])[C:4]1[C:5]2[C:10](=[CH:9][CH:8]=[CH:7][CH:6]=2)[N:2]([CH3:1])[CH:3]=1)[NH:21][C:19]([O:18][CH2:11][C:12]1[CH:17]=[CH:16][CH:15]=[CH:14][CH:13]=1)=[O:20] |f:2.3|. Reactants: CC1=CC2=C(S1)NC=3C=CC=CC3N=C2N4CCN(CC4)C (olanzapine), C(C)(=O)O (acetic acid). The solvent is CC(=O)C (acetone). Reaction conditions: temperature 4 celsius, time 8 hour. Yields the product CC1=CC2=C(S1)NC=3C=CC=CC3N=C2N4CCN(CC4)C.C(C)(=O)[O-] (Olanzapine Acetate). Reaction SMILES: [CH3:1][C:2]1[S:6][C:5]2[NH:7][C:8]3[CH:9]=[CH:10][CH:11]=[CH:12][C:13]=3[N:14]=[C:15]([N:16]3[CH2:21][CH2:20][N:19]([CH3:22])[CH2:18][CH2:17]3)[C:4]=2[CH:3]=1.[C:23]([OH:26])(=[O:25])[CH3:24]>CC(C)=O>[CH3:1][C:2]1[S:6][C:5]2[NH:7][C:8]3[CH:9]=[CH:10][CH:11]=[CH:12][C:13]=3[N:14]=[C:15]([N:16]3[CH2:17][CH2:18][N:19]([CH3:22])[CH2:20][CH2:21]3)[C:4]=2[CH:3]=1.[C:23]([O-:26])(=[O:25])[CH3:24] |f:3.4|. Procedure details: To a solution of 5.0 g of olanzapine base in 150 ml acetone was added slowly 1.o6 g of acetic acid at room temperature and the mixture was stirred overnight at 4° C. The crystals were isolated by filtration, washed with 20 ml acetone and 20 ml of ether and dried overnight at 40° C. in vacuo. Yield: 3.32 g (56%).